From a dataset of the Open Reaction Database (ORD), a public repository of structured organic reaction records. describe an organic reaction: reactants, conditions, products, and yield The reactants are CC(C)(C)OC(=O)NC(Cc1ccccc1)C(=O)O, NCc1ccccc1. Product: CC(C)(C)OC(=O)NC(Cc1ccccc1)C(=O)NCc1ccccc1. Reaction SMILES: [C:9](=[O:10])([O:11][C:12]([CH3:13])([CH3:14])[CH3:15])[NH:16][CH:17]([CH2:18][c:19]1[cH:20][cH:21][cH:22][cH:23][cH:24]1)[C:25](=[O:26])[OH:27].[NH2:1][CH2:2][c:3]1[cH:4][cH:5][cH:6][cH:7][cH:8]1>>[NH:1]([CH2:2][c:3]1[cH:4][cH:5][cH:6][cH:7][cH:8]1)[C:25]([CH:17]([NH:16][C:9](=[O:10])[O:11][C:12]([CH3:13])([CH3:14])[CH3:15])[CH2:18][c:19]1[cH:20][cH:21][cH:22][cH:23][cH:24]1)=[O:26]. Reactants: FC(C=1C=C(C(=N)N)C=C(C1)C(F)(F)F)(F)F (3,5-bis-trifluoromethyl-benzamidine), ClC1=C(C=C(C#N)C#N)C=CC(=C1)Cl (2-(2,4-dichloro-benzylidene)-malononitrile). As a reaction SMILES: [F:1][C:2]([F:17])([F:16])[C:3]1[CH:4]=[C:5]([CH:9]=[C:10]([C:12]([F:15])([F:14])[F:13])[CH:11]=1)[C:6]([NH2:8])=[NH:7].[Cl:18][C:19]1[CH:30]=[C:29]([Cl:31])[CH:28]=[CH:27][C:20]=1[CH:21]=[C:22]([C:25]#[N:26])[C:23]#[N:24]>>[NH2:26][CH2:25][C:22]1[C:23]([NH2:24])=[N:7][C:6]([C:5]2[CH:4]=[C:3]([C:2]([F:16])([F:17])[F:1])[CH:11]=[C:10]([C:12]([F:15])([F:13])[F:14])[CH:9]=2)=[N:8][C:21]=1[C:20]1[CH:27]=[CH:28][C:29]([Cl:31])=[CH:30][C:19]=1[Cl:18]. The product is NCC=1C(=NC(=NC1C1=C(C=C(C=C1)Cl)Cl)C1=CC(=CC(=C1)C(F)(F)F)C(F)(F)F)N (5-Aminomethyl-2-(3,5-bis-trifluoromethyl-phenyl)-6-(2,4-dichloro-phenyl)-pyrimidin-4-ylamine). Procedure: The title compound, MS: m/e=481.2 (M+H+), was prepared from 3,5-bis-trifluoromethyl-benzamidine and 2-(2,4-dichloro-benzylidene)-malononitrile in analogy to the process described in Example 11 as a solid. The reactants are C(C)C1=C(C=O)C=CC=C1 (2-ethyl-benzaldehyde), BrBr (bromine), ice water, [Al+3].[Cl-].[Cl-].[Cl-] (AlCl3). Solvent: C(Cl)Cl (CH2Cl2), C(Cl)Cl (CH2Cl2). Run at temperature 0 celsius, time 8 hour. The product is BrC=1C=CC(=C(C=O)C1)CC (5-Bromo-2-ethyl-benzaldehyde). RXN SMILES: [CH2:1]([C:3]1[CH:10]=[CH:9][CH:8]=[CH:7][C:4]=1[CH:5]=[O:6])[CH3:2].[Al+3].[Cl-].[Cl-].[Cl-].[Br:15]Br>C(Cl)Cl>[Br:15][C:8]1[CH:9]=[CH:10][C:3]([CH2:1][CH3:2])=[C:4]([CH:7]=1)[CH:5]=[O:6] |f:1.2.3.4|. Reported procedure: To a solution of 2-ethyl-benzaldehyde (5.00 g, 37.3 mmol) in CH2Cl2 (23 mL) was carefully added AlCl3 (8.70 g, 65.2 mmol). The mixture was cooled to 0° C. and a solution of bromine (1.9 mL, 37.2 mmol) in CH2Cl2 (23 mL) was added over 6 hours. The reaction mixture was stirred at room temperature overnight. The mixture was poured onto an ice/water mixture and stirred for 10 minutes. The aqueous layer was extracted with EtOAc (2×). The combined organic layers were washed with 2 M HCl, saturated aqu... The reactants are [N+](=O)([O-])C=1C=C2C(=NC1)NC=C2 (5-Nitro-1H-pyrrolo[2,3-b]pyridine). The reagents and catalysts are [Pt] (Platinum on carbon). Solvent: C1CCOC1 (THF). Product: N1C=CC=2C1=NC=C(C2)N (1H-Pyrrolo[2,3-b]pyridin 5-ylamine). As a reaction SMILES: [N+:1]([C:4]1[CH:5]=[C:6]2[CH:12]=[CH:11][NH:10][C:7]2=[N:8][CH:9]=1)([O-])=O>C1COCC1.[Pt]>[NH:10]1[C:7]2=[N:8][CH:9]=[C:4]([NH2:1])[CH:5]=[C:6]2[CH:12]=[CH:11]1. Procedure details: 2.675 g 5-Nitro-1H-pyrrolo[2,3-b]pyridine in 200 ml THF were hydrogenated over 1.0 g Platinum on carbon at atmospheric pressure for 3 hrs at RT (with thin layer chromatography (TLC) control). The catalyst was removed by filtration, the filtrate was evaporated and the residue purified by chromatography on silica in ethyl acetate/heptane mixtures. The reactants are [BH4-], CCO, [Na+], O=C1CCC2(CC1)OCCO2. Product: OC1CCC2(CC1)OCCO2. RXN SMILES: [BH4-:12].[CH3:14][CH2:15][OH:16].[Na+:13].[O:1]1[CH2:2][CH2:3][O:4][C:5]12[CH2:6][CH2:7][C:8](=[O:11])[CH2:9][CH2:10]2>>[O:1]1[CH2:2][CH2:3][O:4][C:5]12[CH2:6][CH2:7][CH:8]([OH:11])[CH2:9][CH2:10]2. Reactants: C, CC(C)c1cc(B2OC(C)(C)C(C)(C)O2)ccc1OC(Cc1ccccc1)C(=O)[O-], CCO, [H][H], [Pd]. Yields the product CC(C)c1cc(B2OC(C)(C)C(C)(C)O2)ccc1OCC(=O)O. Reaction SMILES: [C:36].[CH2:1]([c:2]1[cH:3][cH:4][cH:5][cH:6][cH:7]1)[CH:8]([C:9](=[O:10])[O-:11])[O:12][c:13]1[c:14]([CH:28]([CH3:29])[CH3:30])[cH:15][c:16]([B:19]2[O:20][C:21]([CH3:26])([CH3:27])[C:22]([CH3:24])([CH3:25])[O:23]2)[cH:17][cH:18]1.[CH3:33][CH2:34][OH:35].[H:31][H:32].[Pd:37]>>[CH2:8]([C:9](=[O:10])[OH:11])[O:12][c:13]1[c:14]([CH:28]([CH3:29])[CH3:30])[cH:15][c:16]([B:19]2[O:20][C:21]([CH3:26])([CH3:27])[C:22]([CH3:24])([CH3:25])[O:23]2)[cH:17][cH:18]1. Starting materials: Br, CCOC(C)=O, Cc1c(Cl)cc(N)cc1Cl, O=N[O-], [Na+], O. The product is Cc1c(Cl)cc(Br)cc1Cl. RXN SMILES: [BrH:21].[CH3:15][CH2:16][O:17][C:18](=[O:19])[CH3:20].[Cl:1][c:2]1[cH:3][c:4]([NH2:5])[cH:6][c:7]([Cl:10])[c:8]1[CH3:9].[N:11]([O-:12])=[O:13].[Na+:14].[OH2:22]>>[Cl:1][c:2]1[cH:3][c:4]([Br:21])[cH:6][c:7]([Cl:10])[c:8]1[CH3:9]. Reactants: C1(CCCCC1)C(C(=O)C1=CC=C(C=C1)C1OCCO1)CC=C (2-Cyclohexyl-1-[4(2-Dioxolanyl)Phenyl]-4-Penten-1-One), Cl (HCl). Yields the product C1(CCCCC1)C(C(=O)C1=CC=C(C=C1)C=O)CC=C (4-(2-Cyclohexyl-1-Oxo-4-Pentenyl)Benzenecarboxaldehyde). Yield: 74.5%. RXN SMILES: [CH:1]1([CH:7]([CH2:21][CH:22]=[CH2:23])[C:8]([C:10]2[CH:15]=[CH:14][C:13]([CH:16]3OCC[O:17]3)=[CH:12][CH:11]=2)=[O:9])[CH2:6][CH2:5][CH2:4][CH2:3][CH2:2]1.Cl>>[CH:1]1([CH:7]([CH2:21][CH:22]=[CH2:23])[C:8]([C:10]2[CH:15]=[CH:14][C:13]([CH:16]=[O:17])=[CH:12][CH:11]=2)=[O:9])[CH2:6][CH2:5][CH2:4][CH2:3][CH2:2]1. Reported procedure: Following the procedure of Example E, 460 mg (0.0014 moles) of the product of Example N and 3 mls of 11N HCl gave the title compound 282 mg (75% yield).